From a dataset of the Open Reaction Database (ORD), a public repository of structured organic reaction records. describe an organic reaction: reactants, conditions, products, and yield Reactants: C(C)OC(C(C)(C)OC1=C(C=C(C=C1)OCC1=CC=CC=C1)C(C1=CC=CC=C1)O)=O (2-[4-benzyloxy-2-(hydroxy-phenyl-methyl)-phenoxy]-2-methyl-propionic acid ethyl ester), [H][H] (hydrogen). Reagents/catalysts: [Pd] (Pd/C). Run in C(C)O (ethanol). Yields the product C(C)OC(C(C)(C)OC1=C(C=C(C=C1)O)CC1=CC=CC=C1)=O (2-(2-Benzyl-4-hydroxy-phenoxy)-2-methyl-propionic acid ethyl ester). Reaction SMILES: [CH2:1]([O:3][C:4](=[O:31])[C:5]([O:8][C:9]1[CH:14]=[CH:13][C:12]([O:15]CC2C=CC=CC=2)=[CH:11][C:10]=1[CH:23](O)[C:24]1[CH:29]=[CH:28][CH:27]=[CH:26][CH:25]=1)([CH3:7])[CH3:6])[CH3:2].[H][H]>C(O)C.[Pd]>[CH2:1]([O:3][C:4](=[O:31])[C:5]([O:8][C:9]1[CH:14]=[CH:13][C:12]([OH:15])=[CH:11][C:10]=1[CH2:23][C:24]1[CH:25]=[CH:26][CH:27]=[CH:28][CH:29]=1)([CH3:7])[CH3:6])[CH3:2]. Procedure details: A solution of 2-[4-benzyloxy-2-(hydroxy-phenyl-methyl)-phenoxy]-2-methyl-propionic acid ethyl ester (1.67 g, 3.97 mmol maximum) in ethanol (50 mL) was treated with 5% Pd/C (0.42 g) and hydrogen (60 psi, room temperature, 18 h). The mixture was filtered and concentrated to a viscous colorless oil (1.15 g, 91%): 1H NMR (400 MHz, CDCl3) δ1.32 (t, 3H, J=7.1 Hz), 1.51 (s, 6H), 3.99 (s, 2H), 4.30 (q, 2H, J=7.0 Hz), 4.93 (brs, 1H), 6.58-6.66 (m, 3H), 7.22-7.34 (m, 5H); MS (ES) m/e 315 [M+1]. The reactants are CS(=O)[O-].[Na+] (Sodium methanesulfinate), [C@@H]1([C@@H](CCCC1)N)N (trans-cyclohexane-1,2-diamine), C(C1=CC=CC=C1)O[C@@H]1[C@@H](C(N(C1)C1CCN(CC1)C(=O)OC(C)(C)C)=O)OC1=C(C=C(C=C1)Br)F (Tert-butyl 4-((3S,4S)-4-(benzyloxy)-3-(4-bromo-2-fluorophenoxy)-2-oxopyrrolidin-1-yl)piperidine-1-carboxylate). The solvent is CS(=O)C (DMSO). Run at temperature 110 celsius. Product: C(C1=CC=CC=C1)O[C@@H]1[C@@H](C(N(C1)C1CCN(CC1)C(=O)OC(C)(C)C)=O)OC1=C(C=C(C=C1)S(=O)(=O)C)F (tert-butyl 4-((3S,4S)-4-(benzyloxy)-3-(2-fluoro-4-(methylsulfonyl)phenoxy)-2-oxopyrrolidin-1-yl)piperidine-1-carboxylate). The yield is 53.4%. Reaction SMILES: [CH2:1]([O:8][C@H:9]1[CH2:13][N:12]([CH:14]2[CH2:19][CH2:18][N:17]([C:20]([O:22][C:23]([CH3:26])([CH3:25])[CH3:24])=[O:21])[CH2:16][CH2:15]2)[C:11](=[O:27])[C@H:10]1[O:28][C:29]1[CH:34]=[CH:33][C:32](Br)=[CH:31][C:30]=1[F:36])[C:2]1[CH:7]=[CH:6][CH:5]=[CH:4][CH:3]=1.[CH3:37][S:38]([O-:40])=[O:39].[Na+].[C@@H]1(N)CCCC[C@H]1N>CS(C)=O>[CH2:1]([O:8][C@H:9]1[CH2:13][N:12]([CH:14]2[CH2:19][CH2:18][N:17]([C:20]([O:22][C:23]([CH3:26])([CH3:25])[CH3:24])=[O:21])[CH2:16][CH2:15]2)[C:11](=[O:27])[C@H:10]1[O:28][C:29]1[CH:34]=[CH:33][C:32]([S:38]([CH3:37])(=[O:40])=[O:39])=[CH:31][C:30]=1[F:36])[C:2]1[CH:7]=[CH:6][CH:5]=[CH:4][CH:3]=1 |f:1.2|. Reported procedure: Tert-butyl 4-((3S,4S)-4-(benzyloxy)-3-(4-bromo-2-fluorophenoxy)-2-oxopyrrolidin-1-yl)piperidine-1-carboxylate (300 mg, 0.532 mmol) was dissolved in DMSO (5 mL) and degassed for 10 minutes. Sodium methanesulfinate (81.5 mg, 0.799 mmol) and trans-cyclohexane-1,2-diamine (25.6 μL, 0.213 mmol) were added, followed by Cu(I) triflate benzene complex (26.8 mg, 0.0532 mmol) and the reaction was heated to 110° C. overnight. The reaction was cooled, partitioned between water and EtOAc, extracted with EtOA...